Task: describe an organic reaction: reactants, conditions, products, and yield. Dataset: the Open Reaction Database (ORD), a public repository of structured organic reaction records Starting materials: CC(=O)O[BH-](OC(C)=O)OC(C)=O, CCCCc1nc2c(N)nc3ccccc3c2n1CCCNC1CCN(C)CC1, CC(=O)O, CN1CCCC1=O, CO, O=Cc1ccc(CC(=O)O)cc1, [Na+]. Yields the product CCCCc1nc2c(N)nc3ccccc3c2n1CCCN(Cc1ccc(CC(=O)O)cc1)C1CCN(C)CC1. Reaction SMILES: [C:42]([O:43][BH-:44]([O:45][C:46](=[O:47])[CH3:48])[O:49][C:50](=[O:51])[CH3:52])(=[O:53])[CH3:54].[CH2:13]([CH2:14][CH2:15][CH3:16])[c:17]1[n:18]([CH2:31][CH2:32][CH2:33][NH:34][CH:35]2[CH2:36][CH2:37][N:38]([CH3:41])[CH2:39][CH2:40]2)[c:19]2[c:20]([c:21]([NH2:29])[n:22][c:23]3[cH:24][cH:25][cH:26][cH:27][c:28]23)[n:30]1.[CH3:56][C:57](=[O:58])[OH:59].[CH3:60][N:61]1[CH2:62][CH2:63][CH2:64][C:65]1=[O:66].[CH3:67][OH:68].[CH:1](=[O:2])[c:3]1[cH:4][cH:5][c:6]([CH2:9][C:10](=[O:11])[OH:12])[cH:7][cH:8]1.[Na+:55]>>[CH2:1]([c:3]1[cH:4][cH:5][c:6]([CH2:9][C:10](=[O:11])[OH:12])[cH:7][cH:8]1)[N:34]([CH2:33][CH2:32][CH2:31][n:18]1[c:17]([CH2:13][CH2:14][CH2:15][CH3:16])[n:30][c:20]2[c:19]1[c:28]1[c:23]([n:22][c:21]2[NH2:29])[cH:24][cH:25][cH:26][cH:27]1)[CH:35]1[CH2:36][CH2:37][N:38]([CH3:41])[CH2:39][CH2:40]1. Reactants: Cl (hydrochloric acid), C(C1=CC=CC=C1)N1N=C(C(=C1)CC#N)OCC1=CC=CC=C1 (1-benzyl-3-benzyloxy-1H-pyrazol-4-ylacetonitrile), [OH-].[Na+] (sodium hydroxide), O1CCCC1 (tetrahydrofuran). Run in C(C)O (ethanol). Conditions: time 3 hour. Product: C(C1=CC=CC=C1)N1N=C(C(=C1)CC(=O)OCC)OCC1=CC=CC=C1 (ethyl 1-benzyl-3-benzyloxy-1H-pyrazol-4-ylacetate). The yield is 99.0%. Reaction SMILES: [CH2:1]([N:8]1[CH:12]=[C:11]([CH2:13][C:14]#N)[C:10]([O:16][CH2:17][C:18]2[CH:23]=[CH:22][CH:21]=[CH:20][CH:19]=2)=[N:9]1)[C:2]1[CH:7]=[CH:6][CH:5]=[CH:4][CH:3]=1.[OH-:24].[Na+].[O:26]1CC[CH2:28][CH2:27]1.Cl>C(O)C>[CH2:1]([N:8]1[CH:12]=[C:11]([CH2:13][C:14]([O:26][CH2:27][CH3:28])=[O:24])[C:10]([O:16][CH2:17][C:18]2[CH:23]=[CH:22][CH:21]=[CH:20][CH:19]=2)=[N:9]1)[C:2]1[CH:7]=[CH:6][CH:5]=[CH:4][CH:3]=1 |f:1.2|. Reported procedure: A mixture of 1-benzyl-3-benzyloxy-1H-pyrazol-4-ylacetonitrile (13.0 g), 4N aqueous sodium hydroxide solution (100 ml), tetrahydrofuran (100 ml) and ethanol (100 ml) was refluxed for 3 days. After cooling, the mixture was neutralized with dilute hydrochloric acid, which was extracted with ethyl acetate. The ethyl acetate layer was washed with saturated aqueous sodium chloride solution, dried (MgSO4) and concentrated. A mixture of the residue, ethyl iodide (5.2 ml), potassium carbonate (11.9 g) an... Starting materials: CC(C)OC(=O)Cl, ClCCl, CC(=O)N(Cc1cc(C(F)(F)F)cc(C(F)(F)F)c1)C1CCCNc2c(C)cc(C(F)(F)F)cc21, c1ccncc1. Product: CC(=O)N(Cc1cc(C(F)(F)F)cc(C(F)(F)F)c1)C1CCCN(C(=O)OC(C)C)c2c(C)cc(C(F)(F)F)cc21. As a reaction SMILES: [CH:42]([CH3:43])([CH3:44])[O:45][C:46](=[O:47])[Cl:48].[Cl:49][CH2:50][Cl:51].[F:1][C:2]([c:3]1[cH:4][c:5]([CH2:6][N:7]([C:8]([CH3:9])=[O:10])[CH:11]2[c:12]3[c:13]([c:18]([CH3:26])[cH:19][c:20]([C:22]([F:23])([F:24])[F:25])[cH:21]3)[NH:14][CH2:15][CH2:16][CH2:17]2)[cH:27][c:28]([C:30]([F:31])([F:32])[F:33])[cH:29]1)([F:34])[F:35].[cH:36]1[cH:37][cH:38][n:39][cH:40][cH:41]1>>[F:1][C:2]([c:3]1[cH:4][c:5]([CH2:6][N:7]([C:8]([CH3:9])=[O:10])[CH:11]2[c:12]3[c:13]([c:18]([CH3:26])[cH:19][c:20]([C:22]([F:23])([F:24])[F:25])[cH:21]3)[N:14]([C:46]([O:45][CH:42]([CH3:43])[CH3:44])=[O:47])[CH2:15][CH2:16][CH2:17]2)[cH:27][c:28]([C:30]([F:31])([F:32])[F:33])[cH:29]1)([F:34])[F:35]. The reactants are NCCOC1=CC=C(C(=O)N)C=C1 (4-(2-aminoethoxy)-benzamide), ClC1=NC=CN=C1OCC1CO1 (2-chloro-3-(2,3-epoxy-propoxy)-pyrazine). The solvent is C(C)(C)O (isopropanol), C(C)(C)O (isopropanol). Product: C(N)(=O)C1=CC=C(C=C1)OCCNCC(COC=1C(=NC=CN1)Cl)O (1-[2-(4-carbamoylphenyl-oxy)-ethyl-amino]-3-(2-chloro-3-pyrazinyloxy)-2-propanol). RXN SMILES: [NH2:1][CH2:2][CH2:3][O:4][C:5]1[CH:13]=[CH:12][C:8]([C:9]([NH2:11])=[O:10])=[CH:7][CH:6]=1.[Cl:14][C:15]1[C:20]([O:21][CH2:22][CH:23]2[O:25][CH2:24]2)=[N:19][CH:18]=[CH:17][N:16]=1>C(O)(C)C>[C:9]([C:8]1[CH:12]=[CH:13][C:5]([O:4][CH2:3][CH2:2][NH:1][CH2:24][CH:23]([OH:25])[CH2:22][O:21][C:20]2[C:15]([Cl:14])=[N:16][CH:17]=[CH:18][N:19]=2)=[CH:6][CH:7]=1)(=[O:10])[NH2:11]. Procedure details: A solution of 9.0 g of 4-(2-aminoethoxy)-benzamide in 120 ml of isopropanol is heated to the reflux temperature and a solution of 9.3 g of 2-chloro-3-(2,3-epoxy-propoxy)-pyrazine in 120 ml of isopropanol is added dropwise; duration of the addition: 5 hours. Thereafter the reaction mixture is heated to the reflux temperature for a further 7 hours. After completion of the reaction, the mixture is evaporated under a waterpump vacuum. The residue crystallises from ethyl acetate and gives 1-[2-(4-car... The reactants are CC(=O)OC(C)c1nnc(-c2ccc3occ(Br)c3c2)o1, CSc1ccc(B(O)O)cc1. Product: CSc1ccc(-c2coc3ccc(-c4nnc(C(C)OC(C)=O)o4)cc23)cc1. RXN SMILES: [C:1]([CH3:2])(=[O:3])[O:4][CH:5]([CH3:6])[c:7]1[o:8][c:9](-[c:12]2[cH:13][cH:14][c:15]3[c:16]([c:17]([Br:20])[cH:18][o:19]3)[cH:21]2)[n:10][n:11]1.[CH3:22][S:23][c:24]1[cH:25][cH:26][c:27]([B:30]([OH:31])[OH:32])[cH:28][cH:29]1>>[C:1]([CH3:2])(=[O:3])[O:4][CH:5]([CH3:6])[c:7]1[o:8][c:9](-[c:12]2[cH:13][cH:14][c:15]3[c:16]([c:17](-[c:27]4[cH:26][cH:25][c:24]([S:23][CH3:22])[cH:29][cH:28]4)[cH:18][o:19]3)[cH:21]2)[n:10][n:11]1.